Task: describe an organic reaction: reactants, conditions, products, and yield. Dataset: the Open Reaction Database (ORD), a public repository of structured organic reaction records The reactants are ClCCCl, CS(=O)(=O)Cc1ccccn1, O=C(OO)c1cccc(Cl)c1. As a reaction SMILES: [CH2:23]([Cl:24])[CH2:25][Cl:26].[CH3:12][S:13](=[O:14])(=[O:15])[CH2:16][c:17]1[n:18][cH:19][cH:20][cH:21][cH:22]1.[OH:1][O:2][C:3]([c:4]1[cH:5][c:6]([Cl:7])[cH:8][cH:9][cH:10]1)=[O:11]>>[O-:1][n+:18]1[c:17]([CH2:16][S:13]([CH3:12])(=[O:14])=[O:15])[cH:22][cH:21][cH:20][cH:19]1. Yields the product CS(=O)(=O)Cc1cccc[n+]1[O-]. Starting materials: Cn1c(Cn2ccc(C(F)(F)F)c(F)c2=O)n[nH]c1=O, N#Cc1cc(O)cc(C(F)F)c1, [K+], [K+], O=C([O-])[O-], O. The product is Cn1c(Cn2ccc(C(F)(F)F)c(Oc3cc(C#N)cc(C(F)F)c3)c2=O)n[nH]c1=O. Reaction SMILES: [F:1][c:2]1[c:3](=[O:20])[n:4]([CH2:12][c:13]2[n:14][nH:15][c:16](=[O:19])[n:17]2[CH3:18])[cH:5][cH:6][c:7]1[C:8]([F:9])([F:10])[F:11].[F:21][CH:22]([c:23]1[cH:24][c:25]([C:26]#[N:27])[cH:28][c:29]([OH:31])[cH:30]1)[F:32].[K+:33].[K+:34].[O-:35][C:36]([O-:37])=[O:38].[OH2:39]>>[c:2]1([O:31][c:29]2[cH:28][c:25]([C:26]#[N:27])[cH:24][c:23]([CH:22]([F:21])[F:32])[cH:30]2)[c:3](=[O:20])[n:4]([CH2:12][c:13]2[n:14][nH:15][c:16](=[O:19])[n:17]2[CH3:18])[cH:5][cH:6][c:7]1[C:8]([F:9])([F:10])[F:11]. Reactants: COc1ccc(CCC2(C3CCCC3)CC(=O)CC(=O)O2)cc1Cl, O=Cc1ccc(-n2cccn2)cc1. Product: COc1ccc(CCC2(C3CCCC3)CC(O)=C(Cc3ccc(-n4cccn4)cc3)C(=O)O2)cc1Cl. As a reaction SMILES: [Cl:1][c:2]1[cH:3][c:4]([CH2:10][CH2:11][C:12]2([CH:20]3[CH2:21][CH2:22][CH2:23][CH2:24]3)[CH2:13][C:14](=[O:19])[CH2:15][C:16](=[O:18])[O:17]2)[cH:5][cH:6][c:7]1[O:8][CH3:9].[n:25]1(-[c:30]2[cH:31][cH:32][c:33]([CH:34]=[O:35])[cH:36][cH:37]2)[n:26][cH:27][cH:28][cH:29]1>>[Cl:1][c:2]1[cH:3][c:4]([CH2:10][CH2:11][C:12]2([CH:20]3[CH2:21][CH2:22][CH2:23][CH2:24]3)[CH2:13][C:14]([OH:19])=[C:15]([CH2:34][c:33]3[cH:32][cH:31][c:30](-[n:25]4[n:26][cH:27][cH:28][cH:29]4)[cH:37][cH:36]3)[C:16](=[O:18])[O:17]2)[cH:5][cH:6][c:7]1[O:8][CH3:9]. Starting materials: Cl.C(C1=CN=CC=C1)(=O)Cl (nicotinoyl chloride hydrochloride), CC(CO)(CCCCCCC(CO)(C)C)C (2,2,9,9-tetramethyl-1,10-decanediol). The solvent is N1=CC=CC=C1 (pyridine). Product: C(C1=CN=CC=C1)(=O)OCC(CCCCCCC(COC(C1=CN=CC=C1)=O)(C)C)(C)C (2,2,9,9-Tetramethyl-1,10-decanediol dinicotinate). Yield: 65.0%. As a reaction SMILES: Cl.[C:2](Cl)(=[O:9])[C:3]1[CH:8]=[CH:7][CH:6]=[N:5][CH:4]=1.[CH3:11][C:12]([CH3:26])([CH2:15][CH2:16][CH2:17][CH2:18][CH2:19][CH2:20][C:21]([CH3:25])([CH3:24])[CH2:22][OH:23])[CH2:13][OH:14]>N1C=CC=CC=1>[C:2]([O:23][CH2:22][C:21]([CH3:25])([CH3:24])[CH2:20][CH2:19][CH2:18][CH2:17][CH2:16][CH2:15][C:12]([CH3:26])([CH3:11])[CH2:13][O:14][C:2](=[O:9])[C:3]1[CH:8]=[CH:7][CH:6]=[N:5][CH:4]=1)(=[O:9])[C:3]1[CH:8]=[CH:7][CH:6]=[N:5][CH:4]=1 |f:0.1|. Reported procedure: 106.2 Grams (0.6 mole) of nicotinoyl chloride hydrochloride in 300 ml of anhydrous pyridine were reacted with 23.0 grams (0.1 mole) of 2,2,9,9-tetramethyl-1,10-decanediol, according to the procedure described in Example 1. 28.8 Grams of product, recrystallized from ethanol, were obtained, having m.p. 68°-69° C. Yield: 65,5% of theoretical. Reactants: CCC(CO[Si](c1ccccc1)(c1ccccc1)C(C)(C)C)N1C(=O)CCC(c2cccc(Cl)c2)C1c1ccc(Cl)cc1, C1CCOC1, C[Si](C)(C)[N-][Si](C)(C)C, [Li+], [Na+], O=C([O-])O, C[Si](C)(C)OO[Si](C)(C)C, Cc1ccc(S(=O)(=O)O)cc1, c1ccncc1. The product is CCC(CO[Si](c1ccccc1)(c1ccccc1)C(C)(C)C)N1C(=O)C(O)CC(c2cccc(Cl)c2)C1c1ccc(Cl)cc1. Reaction SMILES: [C:1]([CH3:2])([CH3:3])([CH3:4])[Si:5]([O:6][CH2:7][CH:8]([CH2:9][CH3:10])[N:11]1[C:12](=[O:31])[CH2:13][CH2:14][CH:15]([c:24]2[cH:25][c:26]([Cl:30])[cH:27][cH:28][cH:29]2)[CH:16]1[c:17]1[cH:18][cH:19][c:20]([Cl:23])[cH:21][cH:22]1)([c:32]1[cH:33][cH:34][cH:35][cH:36][cH:37]1)[c:38]1[cH:39][cH:40][cH:41][cH:42][cH:43]1.[CH2:86]1[O:87][CH2:88][CH2:89][CH2:90]1.[CH3:44][Si:45]([N-:46][Si:47]([CH3:48])([CH3:49])[CH3:50])([CH3:51])[CH3:52].[Li+:53].[Na+:85].[O-:81][C:82]([OH:83])=[O:84].[O:54]([Si:55]([CH3:56])([CH3:57])[CH3:58])[O:59][Si:60]([CH3:61])([CH3:62])[CH3:63].[c:64]1([CH3:65])[cH:66][cH:67][c:68]([S:69]([OH:70])(=[O:71])=[O:72])[cH:73][cH:74]1.[n:75]1[cH:76][cH:77][cH:78][cH:79][cH:80]1>>[C:1]([CH3:2])([CH3:3])([CH3:4])[Si:5]([O:6][CH2:7][CH:8]([CH2:9][CH3:10])[N:11]1[C:12](=[O:31])[CH:13]([OH:54])[CH2:14][CH:15]([c:24]2[cH:25][c:26]([Cl:30])[cH:27][cH:28][cH:29]2)[CH:16]1[c:17]1[cH:18][cH:19][c:20]([Cl:23])[cH:21][cH:22]1)([c:32]1[cH:33][cH:34][cH:35][cH:36][cH:37]1)[c:38]1[cH:39][cH:40][cH:41][cH:42][cH:43]1. Starting materials: C(C1=CC=CC=C1)C1=C(C=C(C=C1)CC(=O)O)CC(=O)O (2-benzyl-5-carboxymethylphenylacetic acid), polyphosphoric acid. Run in S1(=O)(=O)CCCC1 (sulfolane), ice water. Product: O=C1CC2=C(CC3=C1C=CC=C3)C=CC(=C2)CC(=O)O (10,11-dihydro-10-oxo-5H-dibenzo[a,d]cycloheptene-2-acetic acid). Yield: 37.0%. Reaction SMILES: [CH2:1]([C:8]1[CH:13]=[CH:12][C:11]([CH2:14][C:15]([OH:17])=[O:16])=[CH:10][C:9]=1[CH2:18][C:19]([OH:21])=O)[C:2]1[CH:7]=[CH:6][CH:5]=[CH:4][CH:3]=1>S1(CCCC1)(=O)=O>[O:21]=[C:19]1[C:7]2[CH:6]=[CH:5][CH:4]=[CH:3][C:2]=2[CH2:1][C:8]2[CH:13]=[CH:12][C:11]([CH2:14][C:15]([OH:17])=[O:16])=[CH:10][C:9]=2[CH2:18]1. Reported procedure: To a mixture of 15 g of polyphosphoric acid and 10 ml of sulfolane was added 1.5 g of 2-benzyl-5-carboxymethylphenylacetic acid, and the mixture was heated at 100° to 110° C. for 2 hours with stirring. After the reaction, the reaction mixture was cooled, and dissolved in ice water. The solution was extracted with ethyl acetate, and washed with water. The ethyl acetate layer was extracted with a 2% aqueous solution of sodium hydroxide. The aqueous layer was acidified with 10% hydrochloric acid. T...